Dataset: the Open Reaction Database (ORD), a public repository of structured organic reaction records. Task: describe an organic reaction: reactants, conditions, products, and yield Product: ClCCN[C@H]1[C@@H](C1)C1=CC=C(C=C1)C1=CC(=CC=C1)C(F)(F)F ((trans)-N-(2-chloroethyl)-2-(3′-(trifluoromethyl)biphenyl-4-yl)cyclopropanamine). Solvent: C(Cl)Cl (DCM). Reported procedure: To a solution of (trans)-2-(3′-(trifluoromethyl)biphenyl-4-yl)cyclopropanamine (3.6 g, 38.26 mmol) in DCM (36 mL), 4° A molecular sieves was added followed by chloroacetaldehyde (5.8 mL, 38.26 mmol) and then stirred at RT for 1 h. After completion, monitored by TLC, cooled the reaction mixture at −10° C. and Na(CN)BH3 (2.88 g, 45.92 mmol) was added and stirred at RT for 2 h. After completion, the reaction mixture was quenched with NH4Cl (5%) and filtered through a pad of celite. The filtrate was... RXN SMILES: [F:1][C:2]([F:20])([F:19])[C:3]1[CH:4]=[C:5]([C:9]2[CH:14]=[CH:13][C:12]([C@@H:15]3[CH2:17][C@H:16]3[NH2:18])=[CH:11][CH:10]=2)[CH:6]=[CH:7][CH:8]=1.[Cl:21][CH2:22][CH:23]=O>C(Cl)Cl>[Cl:21][CH2:22][CH2:23][NH:18][C@@H:16]1[CH2:17][C@H:15]1[C:12]1[CH:13]=[CH:14][C:9]([C:5]2[CH:6]=[CH:7][CH:8]=[C:3]([C:2]([F:19])([F:20])[F:1])[CH:4]=2)=[CH:10][CH:11]=1. Yield: 24.6%. Starting materials: ClCC=O (chloroacetaldehyde), FC(C=1C=C(C=CC1)C1=CC=C(C=C1)[C@H]1[C@@H](C1)N)(F)F ((trans)-2-(3′-(trifluoromethyl)biphenyl-4-yl)cyclopropanamine), Na(CN)BH3. Run at time 1 hour.